Task: describe an organic reaction: reactants, conditions, products, and yield. Dataset: the Open Reaction Database (ORD), a public repository of structured organic reaction records Reactants: C(C\C=C/CC)[C@H]1OC(OC1)(C)C ((R,Z)-4-(hex-3-enyl)-2,2-dimethyl-1,3-dioxolane). Run in CC(=O)O (AcOH). The product is C([C@@H](CC\C=C/CC)O)O ((R,Z)-oct-5-ene-1,2-diol). Reaction SMILES: [CH2:1]([C@@H:7]1[CH2:11][O:10]C(C)(C)[O:8]1)[CH2:2]/[CH:3]=[CH:4]\[CH2:5][CH3:6]>CC(O)=O>[CH2:11]([OH:10])[C@H:7]([OH:8])[CH2:1][CH2:2]/[CH:3]=[CH:4]\[CH2:5][CH3:6]. Reported procedure: (R,Z)-4-(hex-3-enyl)-2,2-dimethyl-1,3-dioxolane (5.95 g, 32.3 mmol) was stirred in 80% aq. AcOH (50 mL) for 20 h. The mixture was concentrated in vacuo and purified by silica gel chromatography (40% EtOAc in hexanes gradient to 70% EtOAc in hexanes) to give (R,Z)-oct-5-ene-1,2-diol as a clear oil. 1H NMR (400 MHz, CDCl3): δ 5.45 (1H, m), 5.36 (1H, m), 3.75 (1H, m), 3.67 (1H, dd, J=10.8, 2.8 Hz), 3.45 (1H, dd, J=11.2, 7.6 Hz), 2.16 (2H, m), 2.04 (2H, m), 1.50 (2H, m), 0.96 (3H, t, J=7.6 Hz). As a reaction SMILES: [Br:1][C:2]1[C:3]([NH2:9])=[N:4][CH:5]=[N:6][C:7]=1Cl.Cl.Cl.Cl.Cl.[N:14]1([CH2:18][CH2:19][N:20]2[CH:24]=[C:23]([C:25]3[CH:30]=[CH:29][C:28]([F:31])=[C:27]([CH3:32])[CH:26]=3)[N:22]=[C:21]2[CH:33]2[CH2:38][CH2:37][NH:36][CH2:35][CH2:34]2)[CH2:17][CH2:16][CH2:15]1.C([O-])([O-])=O.[Cs+].[Cs+].O>CS(C)=O>[N:14]1([CH2:18][CH2:19][N:20]2[CH:24]=[C:23]([C:25]3[CH:30]=[CH:29][C:28]([F:31])=[C:27]([CH3:32])[CH:26]=3)[N:22]=[C:21]2[CH:33]2[CH2:34][CH2:35][N:36]([C:7]3[N:6]=[CH:5][N:4]=[C:3]([NH2:9])[C:2]=3[Br:1])[CH2:37][CH2:38]2)[CH2:15][CH2:16][CH2:17]1 |f:1.2.3.4.5,6.7.8|. Yields the product N1(CCC1)CCN1C(=NC(=C1)C1=CC(=C(C=C1)F)C)C1CCN(CC1)C1=C(C(=NC=N1)N)Br (6-{4-[1-(2-Azetidin-1-yl-ethyl)-4-(4-fluoro-3-methyl-phenyl)-1H-imidazol-2-yl]-piperidin-1-yl}-5-bromo-pyrimidin-4-ylamine). Reactants: O (water), BrC=1C(=NC=NC1Cl)N (5-bromo-6-chloro-pyrimidin-4-ylamine), Cl.Cl.Cl.Cl.N1(CCC1)CCN1C(=NC(=C1)C1=CC(=C(C=C1)F)C)C1CCNCC1 (4-[1-(2-azetidin-1-yl-ethyl)-4-(4-fluoro-3-methyl-phenyl)-1H-imidazol-2-yl]-piperidine tetrahydrochloride), C(=O)([O-])[O-].[Cs+].[Cs+] (Cs2CO3). Conditions: temperature 120 celsius, time 8 hour. The solvent is CS(=O)C (DMSO). Procedure: The reaction mixture of 5-bromo-6-chloro-pyrimidin-4-ylamine (215.00 mg; 1.03 mmol; 1.0 eq.), 4-[1-(2-azetidin-1-yl-ethyl)-4-(4-fluoro-3-methyl-phenyl)-1H-imidazol-2-yl]-piperidine tetrahydrochloride (503.6 mg; 1.03 mmol; 1 eq.), and Cs2CO3 (1344.27 mg; 4.13 mmol; 4 eq.) in DMSO (1.5 ml) was stirred at 120° C. overnight. After cooling, the reaction mixture was poured into water. The precipitate was collected by filtration to yield the title compound as a yellow solid. Starting materials: C(C)(C)(C)OC(=O)N1C(=NC2=C1C=CC(=C2C)N=C=S)C (1-t-butoxycarbonyl-2,4-dimethyl-5-isothiocyanatobenzimidazole), C(CN)N (1,2-ethylenediamine). Run in C(Cl)Cl (methylene chloride), C(Cl)Cl (methylene chloride). Conditions: time 2 hour. Product: C(C)(C)(C)OC(=O)N1C(=NC2=C1C=CC(=C2C)NC(=S)NCCN)C (N-(1-t-butoxycarbonyl-2,4-dimethyl-5-benzimidazolyl)-N′-2-aminoethylthiourea). RXN SMILES: [C:1]([O:5][C:6]([N:8]1[C:12]2[CH:13]=[CH:14][C:15]([N:18]=[C:19]=[S:20])=[C:16]([CH3:17])[C:11]=2[N:10]=[C:9]1[CH3:21])=[O:7])([CH3:4])([CH3:3])[CH3:2].[CH2:22]([NH2:25])[CH2:23][NH2:24]>C(Cl)Cl>[C:1]([O:5][C:6]([N:8]1[C:12]2[CH:13]=[CH:14][C:15]([NH:18][C:19]([NH:24][CH2:23][CH2:22][NH2:25])=[S:20])=[C:16]([CH3:17])[C:11]=2[N:10]=[C:9]1[CH3:21])=[O:7])([CH3:4])([CH3:3])[CH3:2]. Procedure: A solution of 1-t-butoxycarbonyl-2,4-dimethyl-5-isothiocyanatobenzimidazole (1.15 g, 3.8 mmol) in methylene chloride (100 mL) is added dropwise over 15 minutes to 1,2-ethylenediamine (1.26 mL, 18.9 mmol) in solution in methylene chloride (200 mL). The mixture is stirred for 2 hours at room temperature. The mixture is rotary evaporated and the residue is triturated with ether (150 mL) for 1 hour at room temperature. The solid is filtered and dried in vacuo to afford N-(1-t-butoxycarbonyl-2,4-dime... Reactants: C(C1=CC=CC=C1)OC(=O)N1C(C2=CC=C(C(=C2CC1)Br)F)C1=C(C=CC(=C1)Cl)O ((±)-5-bromo-1-(5-chloro-2-hydroxy-phenyl)-6-fluoro-3,4-dihydro-1H-isoquinoline-2-carboxylic acid benzyl ester), C(=O)([O-])[O-].[K+].[K+] (K2CO3), C(C=C)Br (allyl bromide). The solvent is O (water), CC(=O)C (acetone). Reaction conditions: temperature 60 celsius. Product: C(C1=CC=CC=C1)OC(=O)N1C(C2=CC=C(C(=C2CC1)Br)F)C1=C(C=CC(=C1)Cl)OCC=C ((±)-1-(2-allyloxy-5-chloro-phenyl)-5-bromo-6-fluoro-3,4-dihydro-1H-isoquinoline-2-carboxylic acid benzyl ester). As a reaction SMILES: [CH2:1]([O:8][C:9]([N:11]1[CH2:20][CH2:19][C:18]2[C:13](=[CH:14][CH:15]=[C:16]([F:22])[C:17]=2[Br:21])[CH:12]1[C:23]1[CH:28]=[C:27]([Cl:29])[CH:26]=[CH:25][C:24]=1[OH:30])=[O:10])[C:2]1[CH:7]=[CH:6][CH:5]=[CH:4][CH:3]=1.C([O-])([O-])=O.[K+].[K+].[CH2:37](Br)[CH:38]=[CH2:39]>CC(C)=O.O>[CH2:1]([O:8][C:9]([N:11]1[CH2:20][CH2:19][C:18]2[C:13](=[CH:14][CH:15]=[C:16]([F:22])[C:17]=2[Br:21])[CH:12]1[C:23]1[CH:28]=[C:27]([Cl:29])[CH:26]=[CH:25][C:24]=1[O:30][CH2:39][CH:38]=[CH2:37])=[O:10])[C:2]1[CH:7]=[CH:6][CH:5]=[CH:4][CH:3]=1 |f:1.2.3|. Procedure: To a mixture of (±)-5-bromo-1-(5-chloro-2-hydroxy-phenyl)-6-fluoro-3,4-dihydro-1H-isoquinoline-2-carboxylic acid benzyl ester (150 mg, 0.28 mmol, 1.00 eq.) and K2CO3 (43 mg, 0.31 mmol, 1.10 eq.) in acetone (0.7 mL), allyl bromide (26 μL, 0.29 mmol, 1.05 eq.) was added. The mixture was heated to 60° C. in a sealed vial for 18 hours. The reaction mixture was allowed to cool to r.t. and poured in water (4 mL). The mixture was extracted with DCM (2×5 mL). The comb. org. phases were dried over MgSO4,... Reactants: IC=1OC=CC1C(=O)O (2-iodofuran-3-carboxylic acid), S(=O)(Cl)Cl (thionyl chloride). Conditions: temperature 70 celsius, time 5 hour. Product: IC=1OC=CC1C(=O)Cl (2-Iodofuran-3-carbonyl chloride). The yield is 100.0%. Reaction SMILES: [I:1][C:2]1[O:3][CH:4]=[CH:5][C:6]=1[C:7]([OH:9])=O.S(Cl)([Cl:12])=O>>[I:1][C:2]1[O:3][CH:4]=[CH:5][C:6]=1[C:7]([Cl:12])=[O:9]. Procedure: To 2-iodofuran-3-carboxylic acid (6.21 g, 26.1 mmol) was added thionyl chloride (20 ml, 274 mmol). The solution was heated while stirring to 70° C. for 5 h. The mixture was reduced in vacuo and the residue azeotroped with toluene (2×30 ml) to afford the crude title compound (6.69 g, 100%), which was used in the next step without further purification.